Dataset: the Open Reaction Database (ORD), a public repository of structured organic reaction records. Task: describe an organic reaction: reactants, conditions, products, and yield The reactants are C(C)(=O)OCC (Ethyl acetate), C(CCC)C=1N=C(NC(C1CC1=CC=C(C=C1)C=1C(=CC=CC1)C#N)=O)C (4′-[(4-butyl-2-methyl-6-oxo-1,6-dihydropyrimidin-5-yl)methyl]biphenyl-2-carbonitrile), BrCC1CC1 ((bromomethyl)cyclopropane), [H-].[Na+] (sodium hydride). Run in O (water), CN(C=O)C (N,N-dimethylformamide). Conditions: time 15 hour. Yields the product C(CCC)C=1N=C(N(C(C1CC1=CC=C(C=C1)C=1C(=CC=CC1)C#N)=O)CC1CC1)C (4′-{[4-butyl-1-(cyclopropylmethyl)-2-methyl-6-oxo-1,6-dihydropyrimidin-5-yl]methyl}biphenyl-2-carbonitrile). Reaction SMILES: [CH2:1]([C:5]1[N:6]=[C:7]([CH3:27])[NH:8][C:9](=[O:26])[C:10]=1[CH2:11][C:12]1[CH:17]=[CH:16][C:15]([C:18]2[C:19]([C:24]#[N:25])=[CH:20][CH:21]=[CH:22][CH:23]=2)=[CH:14][CH:13]=1)[CH2:2][CH2:3][CH3:4].Br[CH2:29][CH:30]1[CH2:32][CH2:31]1.[H-].[Na+].C(OCC)(=O)C>CN(C)C=O.O>[CH2:1]([C:5]1[N:6]=[C:7]([CH3:27])[N:8]([CH2:29][CH:30]2[CH2:32][CH2:31]2)[C:9](=[O:26])[C:10]=1[CH2:11][C:12]1[CH:17]=[CH:16][C:15]([C:18]2[C:19]([C:24]#[N:25])=[CH:20][CH:21]=[CH:22][CH:23]=2)=[CH:14][CH:13]=1)[CH2:2][CH2:3][CH3:4] |f:2.3|. Reported procedure: To a solution of 4′-[(4-butyl-2-methyl-6-oxo-1,6-dihydropyrimidin-5-yl)methyl]biphenyl-2-carbonitrile (0.75 g) and (bromomethyl)cyclopropane (1.36 mL) in N,N-dimethylformamide (10 mL) was added 60% sodium hydride (0.17 g), and the mixture was stirred at room temperature for 15 hr. Ethyl acetate and water were added to the reaction mixture, and the mixture was extracted with ethyl acetate. The organic layer was washed with saturated brine and dried over anhydrous magnesium sulfate. The solvent wa... Reactants: CC(=O)Cl, C=CCC1CCC(C)(O)C1(C)C. The product is C=CCC1CCC(C)(OC(C)=O)C1(C)C. As a reaction SMILES: [CH3:13][C:14]([Cl:15])=[O:16].[CH3:1][C:2]1([OH:12])[C:3]([CH3:10])([CH3:11])[CH:4]([CH2:7][CH:8]=[CH2:9])[CH2:5][CH2:6]1>>[CH3:1][C:2]1([O:12][C:14]([CH3:13])=[O:16])[C:3]([CH3:10])([CH3:11])[CH:4]([CH2:7][CH:8]=[CH2:9])[CH2:5][CH2:6]1. The reactants are OCC1=CC2=C(C(=C(C(=C2OC12CCC2)C)C)O)C (3-(hydroxymethyl)-5,7,8-trimethylspiro[chromene-2,1′-cyclobutan]-6-ol), Cl (hydrochloric acid), CO (methanol). The product is COCC1=CC2=C(C(=C(C(=C2OC12CCC2)C)C)O)C (3-(Methoxymethyl)-5,7,8-trimethylspiro[chromene-2,1′-cyclobutan]-6-ol). As a reaction SMILES: [OH:1][CH2:2][C:3]1[C:12]2([CH2:15][CH2:14][CH2:13]2)[O:11][C:10]2[C:5](=[C:6]([CH3:19])[C:7]([OH:18])=[C:8]([CH3:17])[C:9]=2[CH3:16])[CH:4]=1.Cl.[CH3:21]O>>[CH3:21][O:1][CH2:2][C:3]1[C:12]2([CH2:15][CH2:14][CH2:13]2)[O:11][C:10]2[C:5](=[C:6]([CH3:19])[C:7]([OH:18])=[C:8]([CH3:17])[C:9]=2[CH3:16])[CH:4]=1. Procedure: 3-(Methoxymethyl)-5,7,8-trimethylspiro[chromene-2,1′-cyclobutan]-6-ol was prepared by treating 3-(hydroxymethyl)-5,7,8-trimethylspiro[chromene-2,1′-cyclobutan]-6-ol with methanol in the presence of conc. hydrochloric acid: